Dataset: the Open Reaction Database (ORD), a public repository of structured organic reaction records. Task: describe an organic reaction: reactants, conditions, products, and yield The reactants are O (water), C1(=CC=CC=C1)C=1NC(OC1)=O (4-phenyl-2-oxo-4-oxazoline), C(C1=CC=CC=C1)=CC(C)=O (benzalacetone), CS(=O)(=O)O (methanesulfonic acid). Solvent: C(C)#N (acetonitrile). Conditions: time 30 minute. Product: C1(=CC=CC=C1)C=1NC(OC1C(CC(C)=O)C1=CC=CC=C1)=O (4-(4-phenyl-2-oxo-4-oxazolin-5-yl)-4-phenyl-2-butanone). The yield is 86.3%. Reaction SMILES: [C:1]1([C:7]2[NH:8][C:9](=[O:12])[O:10][CH:11]=2)[CH:6]=[CH:5][CH:4]=[CH:3][CH:2]=1.[CH:13](=[CH:20][C:21](=[O:23])[CH3:22])[C:14]1[CH:19]=[CH:18][CH:17]=[CH:16][CH:15]=1.CS(O)(=O)=O.O>C(#N)C>[C:1]1([C:7]2[NH:8][C:9](=[O:12])[O:10][C:11]=2[CH:13]([C:14]2[CH:19]=[CH:18][CH:17]=[CH:16][CH:15]=2)[CH2:20][C:21](=[O:23])[CH3:22])[CH:2]=[CH:3][CH:4]=[CH:5][CH:6]=1. Reported procedure: To a solution of 4-phenyl-2-oxo-4-oxazoline (1.61 g) and benzalacetone (1.46 g) in acetonitrile (20 ml) was added dropwise methanesulfonic acid (0.96 g). After stirring the obtained mixture at room temperature for 30 min, water was added, and the mixture was extracted with ethyl acetate. The extract was washed with water and dried (MgSO4), and the solvent was evaporated. The residue was subjected to silica gel column chromatography and eluted with hexane-ethyl acetate (1:1). The solvent was evap... Starting materials: ClC=1C=CC(=C(C1)C1=NN(C=C1NC(=O)C=1C=NN2C1N=CC=C2)CCN[C@H](C)C2=CC=CC=C2)OC(F)F (N-[3-[5-chloro-2-(difluoromethoxy)phenyl]-1-(2-[[(1R)-1-phenylethyl]amino]ethyl)-1H-pyrazol-4-yl]pyrazolo[1,5-a]pyrimidine-3-carboxamide), Cl.NCC(=O)OC (methyl 2-aminoacetate hydrochloride), CCN(C(C)C)C(C)C (DIEA). Yields the product ClC=1C=CC(=C(C1)C1=NN(C=C1NC(=O)C=1C=NN2C1N=CC=C2)CCNCC(=O)OC)OC(F)F (methyl 2-[(2-[3-[5-chloro-2-(difluoromethoxy)phenyl]-4-[pyrazolo[1,5-a]pyrimidine-3-amido]-1H-pyrazol-1-yl]ethyl)amino]acetate). Reaction SMILES: [Cl:1][C:2]1[CH:3]=[CH:4][C:5]([O:36][CH:37]([F:39])[F:38])=[C:6]([C:8]2[C:12]([NH:13][C:14]([C:16]3[CH:17]=[N:18][N:19]4[CH:24]=[CH:23][CH:22]=[N:21][C:20]=34)=[O:15])=[CH:11][N:10]([CH2:25][CH2:26]N[C@@H](C3C=CC=CC=3)C)[N:9]=2)[CH:7]=1.Cl.[NH2:41][CH2:42][C:43]([O:45][CH3:46])=[O:44].CCN(C(C)C)C(C)C>>[Cl:1][C:2]1[CH:3]=[CH:4][C:5]([O:36][CH:37]([F:39])[F:38])=[C:6]([C:8]2[C:12]([NH:13][C:14]([C:16]3[CH:17]=[N:18][N:19]4[CH:24]=[CH:23][CH:22]=[N:21][C:20]=34)=[O:15])=[CH:11][N:10]([CH2:25][CH2:26][NH:41][CH2:42][C:43]([O:45][CH3:46])=[O:44])[N:9]=2)[CH:7]=1 |f:1.2|. Procedure details: Using synthetic method analoguous to that of N-[3-[5-chloro-2-(difluoromethoxy)phenyl]-1-(2-[[(1R)-1-phenylethyl]amino]ethyl)-1H-pyrazol-4-yl]pyrazolo[1,5-a]pyrimidine-3-carboxamide, the title compound was prepared from methyl 2-aminoacetate hydrochloride and DIEA. LCMS (Method 28) [M+H]+=520.1, RT=0.85 min. 1H NMR (300 MHz, DMSO-d6) δ: (ppm) 9.73 (s, 1H), 9.33 (dd, 1H, J=1.8, 6.9 Hz), 8.69-8.67 (m, 2H), 8.36 (s, 1H), 7.65-7.61 (m, 2H), 7.44 (d, 1H, J=9.3 Hz), 7.28 (dd, 1H, J=4.2, 7.2 Hz), 7.00 ...